From a dataset of the Open Reaction Database (ORD), a public repository of structured organic reaction records. describe an organic reaction: reactants, conditions, products, and yield Reactants: FC=1C=C2C=CNC2=C(C1)C(=O)O (5-fluoro-1H-indol-7-carboxylic acid), C(C)(C)(C)C1=CC=C(CNCCC2=CC=CC=C2)C=C1 ((4-tert-butyl-benzyl)-2-phenyl-ethyl-amine), CCN=C=NCCCN(C)C.Cl (EDC.HCl). Solvent: C(Cl)Cl (DCM). Yields the product C(C)(C)(C)C1=CC=C(CN(C(=O)C=2C=C(C=C3C=CNC23)F)CCC2=CC=CC=C2)C=C1 (5-Fluoro-1H-indole-7-carboxylic acid (4-tert-butyl-benzyl)-phenethyl-amide). Yield: 66.1%. As a reaction SMILES: [F:1][C:2]1[CH:3]=[C:4]2[C:8](=[C:9]([C:11]([OH:13])=O)[CH:10]=1)[NH:7][CH:6]=[CH:5]2.[C:14]([C:18]1[CH:33]=[CH:32][C:21]([CH2:22][NH:23][CH2:24][CH2:25][C:26]2[CH:31]=[CH:30][CH:29]=[CH:28][CH:27]=2)=[CH:20][CH:19]=1)([CH3:17])([CH3:16])[CH3:15].CCN=C=NCCCN(C)C.Cl>C(Cl)Cl>[C:14]([C:18]1[CH:33]=[CH:32][C:21]([CH2:22][N:23]([CH2:24][CH2:25][C:26]2[CH:31]=[CH:30][CH:29]=[CH:28][CH:27]=2)[C:11]([C:9]2[CH:10]=[C:2]([F:1])[CH:3]=[C:4]3[C:8]=2[NH:7][CH:6]=[CH:5]3)=[O:13])=[CH:20][CH:19]=1)([CH3:17])([CH3:15])[CH3:16] |f:2.3|. Procedure: 66 mg (0.33 mol) of 5-fluoro-1H-indol-7-carboxylic acid, 80 mg (0.30 mmol) of (4-tert-butyl-benzyl)-2-phenyl-ethyl-amine and 63 mg (0.33 mmol) of EDC.HCl were dissolved in 3 ml DCM. The reaction mixture was stirred at rt over night. The solvent was evaporated and the residue was purified by column chromatography (20 g silica gel; heptane/EtOAc 7:3) to yield 85 mg (66%) product as a light yellow viscous oil. MS (ISP) 429.4 (M+H)+. The reactants are COCC(=O)Cl, Cc1ccc2ccccc2c1NC1COC(=O)C1, ClCCl, c1ccncc1. Product: COCN(c1c(C)ccc2ccccc12)C1COC(=O)C1. RXN SMILES: [CH3:1][O:2][CH2:3][C:4]([Cl:5])=[O:6].[CH3:7][c:8]1[c:9]([NH:18][CH:19]2[CH2:20][C:21](=[O:22])[O:23][CH2:24]2)[c:10]2[cH:11][cH:12][cH:13][cH:14][c:15]2[cH:16][cH:17]1.[Cl:31][CH2:32][Cl:33].[cH:25]1[cH:26][cH:27][n:28][cH:29][cH:30]1>>[CH3:1][O:2][CH2:3][N:18]([c:9]1[c:8]([CH3:7])[cH:17][cH:16][c:15]2[c:10]1[cH:11][cH:12][cH:13][cH:14]2)[CH:19]1[CH2:20][C:21](=[O:22])[O:23][CH2:24]1. RXN SMILES: O1CCC[CH2:2]1.[O:6]=[C:7]1[CH2:12][CH2:11][CH:10]([NH:13][C:14](=[O:20])[O:15][C:16]([CH3:19])([CH3:18])[CH3:17])[CH2:9][CH2:8]1.C[Li]>O>[OH:6][C:7]1([CH3:2])[CH2:8][CH2:9][CH:10]([NH:13][C:14](=[O:20])[O:15][C:16]([CH3:17])([CH3:19])[CH3:18])[CH2:11][CH2:12]1. Product: OC1(CCC(CC1)NC(OC(C)(C)C)=O)C (tert-butyl N-(4-hydroxy-4-methylcyclohexyl)carbamate). Run at time 1.5 hour. Run in O (water). Reported procedure: To a 6 ml anhydrous tetrahydrofuran solution of 303 mg (1.42 mmol) of tert-butyl N-(4-oxocyclohexyl)carbamate, 2.7 ml of methyl lithium (1.1M in hexane, 2.98 mmol) was dropwise added at −78° C. under an argon atmosphere and stirred for 1.5 hours, after adding 20 ml of water thereto to return room temperature, followed by extracting with 30 ml of methylene chloride after drying over anhydrous sodium sulfate, the solvent was distilled off and the residue was purified by a silica gel column chromat... Reactants: O1CCCC1 (tetrahydrofuran), O=C1CCC(CC1)NC(OC(C)(C)C)=O (tert-butyl N-(4-oxocyclohexyl)carbamate), C[Li] (methyl lithium). The reactants are Cc1nc(Br)sc1C(=O)NCc1ccccc1, O=C(Nc1ccccc1)c1ccc[nH]c1=O. The product is Cc1nc(-n2cccc(C(=O)Nc3ccccc3)c2=O)sc1C(=O)NCc1ccccc1. RXN SMILES: [CH2:17]([c:18]1[cH:19][cH:20][cH:21][cH:22][cH:23]1)[NH:24][C:25](=[O:26])[c:27]1[c:28]([CH3:33])[n:29][c:30]([Br:32])[s:31]1.[O:1]=[c:2]1[nH:3][cH:4][cH:5][cH:6][c:7]1[C:8](=[O:9])[NH:10][c:11]1[cH:12][cH:13][cH:14][cH:15][cH:16]1>>[O:1]=[c:2]1[n:3](-[c:30]2[n:29][c:28]([CH3:33])[c:27]([C:25]([NH:24][CH2:17][c:18]3[cH:19][cH:20][cH:21][cH:22][cH:23]3)=[O:26])[s:31]2)[cH:4][cH:5][cH:6][c:7]1[C:8](=[O:9])[NH:10][c:11]1[cH:12][cH:13][cH:14][cH:15][cH:16]1.